Task: describe an organic reaction: reactants, conditions, products, and yield. Dataset: the Open Reaction Database (ORD), a public repository of structured organic reaction records Starting materials: FC(C1=NC(=C(C(=C1C(=O)OCC)O)C)C(F)(F)F)(F)F (Ethyl 2,6-bis(trifluoromethyl)-4-hydroxy-5-methyl-3-pyridinecarboxylate), BrCC(=O)C1=CC=CC=C1 (bromoacetophenone), C([O-])([O-])=O.[K+].[K+] (potassium carbonate). The product is FC(C1=NC(=C(C(=C1C(=O)OCC)OCC(=O)C1=CC=CC=C1)C)C(F)(F)F)(F)F (Ethyl 2,6-bis(trifluoromethyl)-4-[(phenylcarbonyl)methoxy]-5-methyl-3-pyridinecarboxylate). Isolated yield 65.4%. Reaction SMILES: [F:1][C:2]([F:21])([F:20])[C:3]1[C:8]([C:9]([O:11][CH2:12][CH3:13])=[O:10])=[C:7]([OH:14])[C:6]([CH3:15])=[C:5]([C:16]([F:19])([F:18])[F:17])[N:4]=1.Br[CH2:23][C:24]([C:26]1[CH:31]=[CH:30][CH:29]=[CH:28][CH:27]=1)=[O:25].C(=O)([O-])[O-].[K+].[K+]>>[F:21][C:2]([F:20])([F:1])[C:3]1[C:8]([C:9]([O:11][CH2:12][CH3:13])=[O:10])=[C:7]([O:14][CH2:23][C:24]([C:26]2[CH:31]=[CH:30][CH:29]=[CH:28][CH:27]=2)=[O:25])[C:6]([CH3:15])=[C:5]([C:16]([F:19])([F:18])[F:17])[N:4]=1 |f:2.3.4|. Procedure details: Reaction of product of Example 35 with bromoacetophenone and potassium carbonate similar to the above Example 63 gave a crude product which was recrystallized successively from methanol and cyclohexane to give 4.45 g (65.4%) of product as a solid; mp 95°-97° C. Starting materials: O=C([O-])O, N#CC1CN(Cc2ccccc2)CCO1, CCO, ClC(Cl)Cl, Cl, NO, [Na+], O. Yields the product NC(=NO)C1CN(Cc2ccccc2)CCO1. As a reaction SMILES: [C:22](=[O:23])([OH:24])[O-:25].[CH2:1]([c:2]1[cH:3][cH:4][cH:5][cH:6][cH:7]1)[N:8]1[CH2:9][CH:10]([C:14]#[N:15])[O:11][CH2:12][CH2:13]1.[CH3:16][CH2:17][OH:18].[CH:27]([Cl:28])([Cl:29])[Cl:30].[ClH:19].[NH2:20][OH:21].[Na+:26].[OH2:31]>>[CH2:1]([c:2]1[cH:3][cH:4][cH:5][cH:6][cH:7]1)[N:8]1[CH2:9][CH:10]([C:14]([NH2:15])=[N:20][OH:21])[O:11][CH2:12][CH2:13]1. The reactants are C(C)OC(C(CC1=CC=C(C=C1)O)(C)OC1=CC(=C(C=C1)F)F)=O (2-(3,4-difluoro-phenoxy)-3-(4-hydroxy-phenyl)-2-methyl-propionic acid ethyl ester), CC1=C(N=C(O1)C=1SC=CC1)CCOS(=O)(=O)C1=CC=C(C=C1)C (toluene-4-sulfonic acid 2-(5-methyl-2-thiophen-2-yl-oxazol-4-yl)-ethyl ester). Product: FC=1C=C(OC(C(=O)O)(CC2=CC=C(C=C2)OCCC=2N=C(OC2C)C=2SC=CC2)C)C=CC1F (2-(3,4-Difluoro-phenoxy)-2-methyl-3-(4-[2-(5-methyl-2-thiophen-2-yl-oxazol-4-yl)-ethoxy]-phenyl}-propionic acid). Reaction SMILES: C([O:3][C:4](=[O:24])[C:5]([O:15][C:16]1[CH:21]=[CH:20][C:19]([F:22])=[C:18]([F:23])[CH:17]=1)([CH3:14])[CH2:6][C:7]1[CH:12]=[CH:11][C:10]([OH:13])=[CH:9][CH:8]=1)C.[CH3:25][C:26]1[O:30][C:29]([C:31]2[S:32][CH:33]=[CH:34][CH:35]=2)=[N:28][C:27]=1[CH2:36][CH2:37]OS(C1C=CC(C)=CC=1)(=O)=O>>[F:23][C:18]1[CH:17]=[C:16]([CH:21]=[CH:20][C:19]=1[F:22])[O:15][C:5]([CH3:14])([CH2:6][C:7]1[CH:12]=[CH:11][C:10]([O:13][CH2:37][CH2:36][C:27]2[N:28]=[C:29]([C:31]3[S:32][CH:33]=[CH:34][CH:35]=3)[O:30][C:26]=2[CH3:25])=[CH:9][CH:8]=1)[C:4]([OH:3])=[O:24]. Procedure: The title compound was prepared from 2-(3,4-difluoro-phenoxy)-3-(4-hydroxy-phenyl)-2-methyl-propionic acid ethyl ester and toluene-4-sulfonic acid 2-(5-methyl-2-thiophen-2-yl-oxazol-4-yl)-ethyl ester using the method of Example 56. 1H NMR (400 MHz, CDCl3) δ 7.61 (d, d, 1H, J=3.6 Hz), 7.39 (d, 1H, J=5.2 Hz), 7.17 (d, 2H, J=8.4 Hz), 7.08 (dd, 1H, J=5.2, 3.6 Hz), 7.00 (q, 1H, J=9.5 Hz), 6.82 (d, 2H, J=8.4 Hz), 6.78 (ddd, 1H, J=11.6, 6.4, 2.8 Hz), 6.65-6.60 (m, 1H), 4.18 (t, 2H, J=6.4 Hz), 3.22 and ... Starting materials: CC(=O)N(C)CC(=O)O, CN(C(=O)c1ccc(Cl)cc1)C1CCNCC1c1ccc(Cl)c(Cl)c1, Cl. The product is CC(=O)N(C)CC(=O)N1CCC(N(C)C(=O)c2ccc(Cl)cc2)C(c2ccc(Cl)c(Cl)c2)C1. Reaction SMILES: [C:27]([CH3:28])(=[O:29])[N:30]([CH2:31][C:32](=[O:33])[OH:34])[CH3:35].[Cl:2][c:3]1[cH:4][cH:5][c:6]([C:7](=[O:8])[N:9]([CH3:10])[CH:11]2[CH:12]([c:17]3[cH:18][c:19]([Cl:24])[c:20]([Cl:23])[cH:21][cH:22]3)[CH2:13][NH:14][CH2:15][CH2:16]2)[cH:25][cH:26]1.[ClH:1]>>[Cl:2][c:3]1[cH:4][cH:5][c:6]([C:7](=[O:8])[N:9]([CH3:10])[CH:11]2[CH:12]([c:17]3[cH:18][c:19]([Cl:24])[c:20]([Cl:23])[cH:21][cH:22]3)[CH2:13][N:14]([C:32]([CH2:31][N:30]([C:27]([CH3:28])=[O:29])[CH3:35])=[O:33])[CH2:15][CH2:16]2)[cH:25][cH:26]1.